The task is: describe an organic reaction: reactants, conditions, products, and yield. This data is from the Open Reaction Database (ORD), a public repository of structured organic reaction records. Reactants: C(Cl)Cl.CO (methylene chloride methanol), BrCC(=O)OC(C)(C)C (tert-butyl bromoacetate), NC[C@H](C)O ((S)-(+)-1-amino-2-propanol), C(C)(C)N(CC)C(C)C (diisopropylethylamine). Run in CN(C=O)C (N,N-dimethylformamide). Run at time 8 hour. Product: O[C@H](CNCC(=O)OC(C)(C)C)C (tert-butyl(S)-(2-hydroxypropylamino)acetate). RXN SMILES: Br[CH2:2][C:3]([O:5][C:6]([CH3:9])([CH3:8])[CH3:7])=[O:4].[NH2:10][CH2:11][C@@H:12]([OH:14])[CH3:13].C(N(C(C)C)CC)(C)C.C(Cl)Cl.CO>CN(C)C=O>[OH:14][C@@H:12]([CH3:13])[CH2:11][NH:10][CH2:2][C:3]([O:5][C:6]([CH3:9])([CH3:8])[CH3:7])=[O:4] |f:3.4|. Reported procedure: 5.91 ml of tert-butyl bromoacetate is added dropwise within 30 minutes to a mixture of 15.00 g of (S)-(+)-1-amino-2-propanol and 6.97 ml of diisopropylethylamine in 100 ml of N,N-dimethylformamide, while cooling with an ice bath. Then the cooling bath is removed and the reaction mixture is stirred overnight at ambient temperature. For working up, the solvent is distilled off in vacuo, the flask residue is dissolved in 50 ml water and saturated with 15 g of sodium chloride. The aqueous phase is e... Reactants: C(=O)(O)C1C(NC=2CCCC(C2C1C1=CC(=CC=C1)[N+](=O)[O-])=O)(O)C(F)(F)F (3-carboxy-2-trifluoromethyl-2-hydroxy-4-(3-nitrophenyl)-4,6,7,8-tetrahydro-5(1H)-quinolone), O.C1(=CC=C(C=C1)S(=O)(=O)O)C (p-toluenesulfonic acid monohydrate). The solvent is C1(=CC=CC=C1)C (toluene). Yields the product FC(C=1NC=2CCCC(C2C(C1)C1=CC(=CC=C1)[N+](=O)[O-])=O)(F)F (2-Trifluoromethyl-4-(3-nitrophenyl)-4,6,7,8-tetrahydro-5(1H)quinolone). Isolated yield 31.0%. As a reaction SMILES: C([CH:4]1[CH:13]([C:14]2[CH:19]=[CH:18][CH:17]=[C:16]([N+:20]([O-:22])=[O:21])[CH:15]=2)[C:12]2[C:11](=[O:23])[CH2:10][CH2:9][CH2:8][C:7]=2[NH:6][C:5]1([C:25]([F:28])([F:27])[F:26])O)(O)=O.O.C1(C)C=CC(S(O)(=O)=O)=CC=1>C1(C)C=CC=CC=1>[F:28][C:25]([F:26])([F:27])[C:5]1[NH:6][C:7]2[CH2:8][CH2:9][CH2:10][C:11](=[O:23])[C:12]=2[CH:13]([C:14]2[CH:19]=[CH:18][CH:17]=[C:16]([N+:20]([O-:22])=[O:21])[CH:15]=2)[CH:4]=1 |f:1.2|. Procedure details: A suspension of 3-carboxy-2-trifluoromethyl-2-hydroxy-4-(3-nitrophenyl)-4,6,7,8-tetrahydro-5(1H)-quinolone (3.17 g) in toluene (150 mL) was treated with p-toluenesulfonic acid monohydrate (0.32g), the mixture refluxed vigorously under Dean-Stark conditions for 4 hours and then partitioned between water and ethyl acetate. The organic phase was washed (water and brine) and evaporated. The residue was purified by chromatography (hexane/ethyl acetate, 1:1 and methylene chloride/acetonitrile 95:5) to... The reactants are HCl ice water, FC1=CC=C(C=C1)C(CO)C(F)(F)F (2-(4-fluorophenyl)-3,3,3-trifluoropropanol), O(C1=CC=CC=C1)C=1C=C(CBr)C=CC1 (3-phenoxybenzyl bromide), [F-].[Cs+] (cesium fluoride). The solvent is COCCOCCOC (diethyleneglycol dimethylether). Conditions: time 48 hour. The product is C1(=CC=CC=C1)C=1C=C(COCC(C(F)(F)F)C2=CC=C(C=C2)F)C=CC1 (2-(4-fluorophenyl)-3,3,3-trifluoropropyl 3phenylbenzyl ether). Reaction SMILES: [F:1][C:2]1[CH:7]=[CH:6][C:5]([CH:8]([C:11]([F:14])([F:13])[F:12])[CH2:9][OH:10])=[CH:4][CH:3]=1.O([C:22]1[CH:23]=[C:24]([CH:27]=[CH:28][CH:29]=1)[CH2:25]Br)C1C=CC=CC=1.[F-].[Cs+]>COCCOCCOC>[C:2]1([C:22]2[CH:23]=[C:24]([CH:27]=[CH:28][CH:29]=2)[CH2:25][O:10][CH2:9][CH:8]([C:5]2[CH:6]=[CH:7][C:2]([F:1])=[CH:3][CH:4]=2)[C:11]([F:12])([F:13])[F:14])[CH:7]=[CH:6][CH:5]=[CH:4][CH:3]=1 |f:2.3|. Reported procedure: Under a nitrogen atmosphere, 0.50 g of 2-(4-fluorophenyl)-3,3,3-trifluoropropanol and 0.63 g of 3-phenoxybenzyl bromide was dissolved in 15 ml of dry diethyleneglycol dimethylether. Into the solution, 1.83 g of dry cesium fluoride was added at room temperature, and the reaction solution was stirred at room temperature for 48 hours. Thereafter, the reaction solution was poured into dilute HCl-ice water and extracted twice with diethyl ether. The ether layers were combined, washed with saturated s... Starting materials: C(=O)(OC(C)(C)C)N1[C@H]([C@H](CC1)CCC)COC=1C=NC=CC1 (3-(cis-1-BOC-3-propyl-2-pyrrolidinylmethoxy)pyridine), C(=O)(C(F)(F)F)O (TFA). Run in C(Cl)Cl (methylene chloride). Yields the product [OH-].[NH4+] (ammonium hydroxide), C(CC)[C@@H]1[C@@H](NCC1)COC=1C=NC=CC1 (3-((cis-3-propyl-2-pyrrolidinyl)methoxy)pyridine). Reaction SMILES: C([N:8]1[CH2:12][CH2:11][C@H:10]([CH2:13][CH2:14][CH3:15])[C@@H:9]1[CH2:16][O:17][C:18]1[CH:19]=[N:20][CH:21]=[CH:22][CH:23]=1)(OC(C)(C)C)=[O:2].C(O)(C(F)(F)F)=O>C(Cl)Cl>[OH-:2].[NH4+:8].[CH2:13]([C@H:10]1[CH2:11][CH2:12][NH:8][C@H:9]1[CH2:16][O:17][C:18]1[CH:19]=[N:20][CH:21]=[CH:22][CH:23]=1)[CH2:14][CH3:15] |f:3.4|. Reported procedure: A 160 mg (0.5 mmol) sample of 3-(cis-1-BOC-3-propyl-2-pyrrolidinylmethoxy)pyridine, from step 60b above, was dissolved in 2 mL of methylene chloride and stirred with 1 mL of TFA for 16 hours at room temperature. The solvent was removed under vacuum, and the residue was adjusted to pH 8 with NaHCO3. The mixture was extracted with methylene chloride, and the extract was dried over MgSO4The residue was purified by chromatography on silica gel, eluting with 10:2:0.2 CHCl3: methanol:ammonium hydroxid...